From a dataset of the Open Reaction Database (ORD), a public repository of structured organic reaction records. describe an organic reaction: reactants, conditions, products, and yield Reactants: C1(=CC=CC=C1)C (toluene), CNC1=CC=CC=C1 (N-methylaniline), ClC1=C(C=CC(=C1)C)C (2-chloro-p-xylene), CC(C)(C)[O-].[Na+] (NaOt-Bu). Reagents/catalysts: C=1C=CC(=CC1)/C=C/C(=O)/C=C/C2=CC=CC=C2.C=1C=CC(=CC1)/C=C/C(=O)/C=C/C2=CC=CC=C2.C=1C=CC(=CC1)/C=C/C(=O)/C=C/C2=CC=CC=C2.[Pd].[Pd] (Pd2(dba)3). The solvent is CCOCC (ether). Run at temperature 80 celsius, time 13 hour. The product is CC1=C(C=C(C=C1)C)N(C1=CC=CC=C1)C (N-(2,5-Dimethylphenyl)-N-methylaniline). The yield is 94.7%. Reaction SMILES: CC([O-])(C)C.[Na+].C1(C)C=CC=CC=1.[CH3:14][NH:15][C:16]1[CH:21]=[CH:20][CH:19]=[CH:18][CH:17]=1.Cl[C:23]1[CH:28]=[C:27]([CH3:29])[CH:26]=[CH:25][C:24]=1[CH3:30]>CCOCC.C1C=CC(/C=C/C(/C=C/C2C=CC=CC=2)=O)=CC=1.C1C=CC(/C=C/C(/C=C/C2C=CC=CC=2)=O)=CC=1.C1C=CC(/C=C/C(/C=C/C2C=CC=CC=2)=O)=CC=1.[Pd].[Pd]>[CH3:30][C:24]1[CH:25]=[CH:26][C:27]([CH3:29])=[CH:28][C:23]=1[N:15]([CH3:14])[C:16]1[CH:21]=[CH:20][CH:19]=[CH:18][CH:17]=1 |f:0.1,6.7.8.9.10|. Procedure: An oven-dried test tube was purged with argon and charged with Pd2(dba)3 (4.6 mg, 0.005 mmol, 1.0 mol % Pd), 2 [Example 1] (6.0 mg, 0.015 mmol, 1.5 mol %), and NaOt-Bu (135 mg, 1.40 mmol). The test tube was fitted with a septum, then toluene (2.0 mL), N-methylaniline (135 μL, 1.25 mmol), and 2-chloro-p-xylene (135 μL, 1.01 mmol) were added. The mixture was stirred at 80° C. for 13 h, then cooled to room temperature, diluted with ether (20 mL), filtered and concentrated. The crude material was pu...